From a dataset of the Open Reaction Database (ORD), a public repository of structured organic reaction records. describe an organic reaction: reactants, conditions, products, and yield Reactants: C1CNCCN1, CCO, CCN(CC)c1ccnc(Cl)n1. The product is CCN(CC)c1ccnc(N2CCNCC2)n1. As a reaction SMILES: [CH2:1]1[CH2:2][NH:3][CH2:4][CH2:5][NH:6]1.[CH3:19][CH2:20][OH:21].[Cl:7][c:8]1[n:9][cH:10][cH:11][c:12]([N:14]([CH2:15][CH3:16])[CH2:17][CH3:18])[n:13]1>>[CH2:1]1[CH2:2][N:3]([c:8]2[n:9][cH:10][cH:11][c:12]([N:14]([CH2:15][CH3:16])[CH2:17][CH3:18])[n:13]2)[CH2:4][CH2:5][NH:6]1.